This data is from the Open Reaction Database (ORD), a public repository of structured organic reaction records. The task is: describe an organic reaction: reactants, conditions, products, and yield Reactants: C(C1=CC=CC=C1)OC(CN1CCC(CC1)COC1=CC=C2CCN(CC2=C1)C(NC(=O)OC(C)(C)C)=NC(=O)OC(C)(C)C)=O (4-[2-(N,N′-Di-tert-butoxycarbonylamidino)-1,2,3,4-tetrahydroisoquinolin-7-yloxymethyl]piperidine-1-acetic acid benzyl ester). The reagents and catalysts are [C].[Pd] (palladium carbon). The solvent is O1CCCC1 (tetrahydrofuran), CO (methanol). Product: C(C)(C)(C)OC(=O)NC(=NC(=O)OC(C)(C)C)N1CC2=CC(=CC=C2CC1)OCC1CCN(CC1)CC(=O)O (4-[2-(N,N′-Di-tert-butoxycarbonylamidino)-1,2,3,4-tetrahydroisoquinolin-7-yloxymethyl]piperidine-1-acetic Acid). The yield is 95.1%. RXN SMILES: C([O:8][C:9](=[O:46])[CH2:10][N:11]1[CH2:16][CH2:15][CH:14]([CH2:17][O:18][C:19]2[CH:28]=[C:27]3[C:22]([CH2:23][CH2:24][N:25]([C:29](=[N:38][C:39]([O:41][C:42]([CH3:45])([CH3:44])[CH3:43])=[O:40])[NH:30][C:31]([O:33][C:34]([CH3:37])([CH3:36])[CH3:35])=[O:32])[CH2:26]3)=[CH:21][CH:20]=2)[CH2:13][CH2:12]1)C1C=CC=CC=1>O1CCCC1.CO.[C].[Pd]>[C:42]([O:41][C:39]([NH:38][C:29]([N:25]1[CH2:24][CH2:23][C:22]2[C:27](=[CH:28][C:19]([O:18][CH2:17][CH:14]3[CH2:13][CH2:12][N:11]([CH2:10][C:9]([OH:46])=[O:8])[CH2:16][CH2:15]3)=[CH:20][CH:21]=2)[CH2:26]1)=[N:30][C:31]([O:33][C:34]([CH3:36])([CH3:35])[CH3:37])=[O:32])=[O:40])([CH3:43])([CH3:44])[CH3:45] |f:3.4|. Procedure details: 4-[2-(N,N′-Di-tert-butoxycarbonylamidino)-1,2,3,4-tetrahydroisoquinolin-7-yloxymethyl]piperidine-1-acetic acid benzyl ester (735 mg) was hydrogenated using 7.5% palladium carbon (220 mg) in a mixture of tetrahydrofuran (7 ml) and methanol (14 ml) at atmospheric pressure over 3 hours. After completion of the reaction, the reaction mixture was filtered through celite and the solvent was evaporated. The residue was dried under reduced pressure to give the title compound (600 mg). Reactants: FC1=CC=C(C=C1)N1CCN(CC1)CCCC(C(=O)OC)OC1=CC=2CCCCC2C=C1[N+](=O)[O-] (methyl 5-[4-(4-fluorophenyl)-1-piperazinyl]-2-(5,6,7,8-tetrahydro-3-nitro-2-naphthyloxy)valerate). Reagents/catalysts: [Fe] (iron). Run in C(C)(=O)O (acetic acid), O (water). Conditions: time 30 minute. The product is FC1=CC=C(C=C1)N1CCN(CC1)CCCC1C(NC2=C(O1)C=C1CCCCC1=C2)=O (2-{3-[4-(4-fluorophenyl)-1-piperazinyl]propyl}-6,7,8,9-tetrahydro-2H-naphtho[2,3-b][1,4]oxazin-3(4H)-one). The yield is 43.1%. As a reaction SMILES: [F:1][C:2]1[CH:7]=[CH:6][C:5]([N:8]2[CH2:13][CH2:12][N:11]([CH2:14][CH2:15][CH2:16][CH:17]([O:22][C:23]3[C:32]([N+:33]([O-])=O)=[CH:31][C:30]4[CH2:29][CH2:28][CH2:27][CH2:26][C:25]=4[CH:24]=3)[C:18]([O:20]C)=O)[CH2:10][CH2:9]2)=[CH:4][CH:3]=1>C(O)(=O)C.O.[Fe]>[F:1][C:2]1[CH:7]=[CH:6][C:5]([N:8]2[CH2:9][CH2:10][N:11]([CH2:14][CH2:15][CH2:16][CH:17]3[O:22][C:23]4[CH:24]=[C:25]5[C:30](=[CH:31][C:32]=4[NH:33][C:18]3=[O:20])[CH2:29][CH2:28][CH2:27][CH2:26]5)[CH2:12][CH2:13]2)=[CH:4][CH:3]=1. Reported procedure: In a mixture of acetic acid (15 ml) and water (2.5 ml) was dissolved methyl 5-[4-(4-fluorophenyl)-1-piperazinyl]-2-(5,6,7,8-tetrahydro-3-nitro-2-naphthyloxy)valerate (4.1 g). To the solution was added little by little iron powder (1.9 g) whil stirring. The reaction was allowed to proceed for 30 minutes, followed by stirring at 80° C. for further 15 minutes. The resultant precipitate was filtered off, and the filtrate was concentrated. To the concentrate was added water, which was neutralized wit... The reactants are C1(=CC=CC=C1)B(O)O (phenylboronic acid), NC1=C(SC=C1)C(=O)OC (methyl 3-aminothiophene-2-carboxylate), O.O=CC(=O)O (2-oxoacetic acid hydrate). The solvent is C(C)#N (acetonitrile). Run at time 2 hour. Product: COC(=O)C=1SC=CC1NC(C(=O)O)C1=CC=CC=C1 (2-(2-(methoxycarbonyl)thiophen-3-ylamino)-2-phenylacetic acid). Yield: 81.5%. As a reaction SMILES: [C:1]1(B(O)O)[CH:6]=[CH:5][CH:4]=[CH:3][CH:2]=1.[NH2:10][C:11]1[CH:15]=[CH:14][S:13][C:12]=1[C:16]([O:18][CH3:19])=[O:17].O.O=[CH:22][C:23]([OH:25])=[O:24]>C(#N)C>[CH3:19][O:18][C:16]([C:12]1[S:13][CH:14]=[CH:15][C:11]=1[NH:10][CH:22]([C:1]1[CH:6]=[CH:5][CH:4]=[CH:3][CH:2]=1)[C:23]([OH:25])=[O:24])=[O:17] |f:2.3|. Procedure details: A mixture of phenylboronic acid (286 mg, 2.35 mmol), methyl 3-aminothiophene-2-carboxylate (369 mg, 2.35 mmol), and 2-oxoacetic acid hydrate (216 mg, 2.35 mmol) in acetonitrile (20 ml) was stirred at room temperature for 2 hours. The reaction was filtered, and the precipitated was washed with little acetonitrile. The solution was concentrated under reduced pressure, and the precipitate was collected again by filtration, washing with little acetonitrile. The combined precipitates were dried under... The reactants are NC1=C2C(=NC=N1)N(N=C2C2=CC=C(C=C2)OC)C(C)C=2OC1=CC=CC=C1C(C2C2=CC(=CC=C2)F)=O (2-(1-(4-amino-3-(4-methoxyphenyl)-1H-pyrazolo[3,4-d]pyrimidin-1-yl)ethyl)-3-(3-fluorophenyl)-4H-chromen-4-one). The solvent is ClCCl (dichloromethane), B(Br)(Br)Br (BBr3), ClCCl (dichloromethane). Conditions: time 12 hour. Product: NC1=C2C(=NC=N1)N(N=C2C2=CC=C(C=C2)O)C(C)C=2OC1=CC=CC=C1C(C2C2=CC(=CC=C2)F)=O (2-(1-(4-amino-3-(4-hydroxyphenyl)-1H-pyrazolo[3,4-d]pyrimidin-1-yl)ethyl)-3-(3-fluorophenyl)-4H-chromen-4-one). Isolated yield 33.0%. Reaction SMILES: [NH2:1][C:2]1[N:7]=[CH:6][N:5]=[C:4]2[N:8]([CH:19]([C:21]3[O:22][C:23]4[C:28]([C:29](=[O:38])[C:30]=3[C:31]3[CH:36]=[CH:35][CH:34]=[C:33]([F:37])[CH:32]=3)=[CH:27][CH:26]=[CH:25][CH:24]=4)[CH3:20])[N:9]=[C:10]([C:11]3[CH:16]=[CH:15][C:14]([O:17]C)=[CH:13][CH:12]=3)[C:3]=12>ClCCl.B(Br)(Br)Br>[NH2:1][C:2]1[N:7]=[CH:6][N:5]=[C:4]2[N:8]([CH:19]([C:21]3[O:22][C:23]4[C:28]([C:29](=[O:38])[C:30]=3[C:31]3[CH:36]=[CH:35][CH:34]=[C:33]([F:37])[CH:32]=3)=[CH:27][CH:26]=[CH:25][CH:24]=4)[CH3:20])[N:9]=[C:10]([C:11]3[CH:12]=[CH:13][C:14]([OH:17])=[CH:15][CH:16]=3)[C:3]=12. Procedure: To a solution of Example 88 (0.150 g, 0.295 mmoles) in dichloromethane (4 ml), BBr3 (1M in dichloromethane, 1.5 ml) was added at 0° C. and the reaction mixture was warmed to RT and then stirred for 12 h. The reaction mixture was quenched with 1.5N HCl solution and extracted with dichloromethane. The organic layer was dried over sodium sulphate and concentrated. The crude product was purified by column chromatography with methanol: dichloromethane to afford the title compound as off-white solid (... Starting materials: [H-].[Na+] (sodium hydride), C(C(=O)OCC)(=O)OCC (diethyl oxalate), FCC(=O)OCC (ethyl fluoroacetate), ClC=1C=C(C=O)C=CC1Cl (3,4-dichlorobenzaldehyde). The solvent is C1CCOC1 (THF), C1CCOC1 (THF). Product: ClC=1C=C(C=CC1Cl)C=C(C(=O)OCC)F (ethyl 3-(3,4-dichlorophenyl)-2-fluoroprop-2-enoate). As a reaction SMILES: [H-].[Na+].C(OCC)(=O)C(OCC)=O.[F:13][CH2:14][C:15]([O:17][CH2:18][CH3:19])=[O:16].[Cl:20][C:21]1[CH:22]=[C:23]([CH:26]=[CH:27][C:28]=1[Cl:29])[CH:24]=O>C1COCC1>[Cl:20][C:21]1[CH:22]=[C:23]([CH:24]=[C:14]([F:13])[C:15]([O:17][CH2:18][CH3:19])=[O:16])[CH:26]=[CH:27][C:28]=1[Cl:29] |f:0.1|. Procedure details: A mixture of sodium hydride (0.33 g), diethyl oxalate (1.83 g), ethyl fluoroacetate (1.33 g) and anhydrous THF (10 ml) was heated under reflux for 4 hours whereupon 3,4-dichlorobenzaldehyde (2.18 g) (ex.Aldrich) in THF was added. After 18 hours at room temperature the reaction mixture was partitioned between water and ether and worked up in conventional fashion. Purification by chromatography (silica, 80:20 hexane/ether) gave (Z) ethyl 3-(3,4-dichlorophenyl)-2-fluoroprop-2-enoate (2.1 g. Reactants: C1(=CCCCC1)N1CCOCC1 (4-cyclohex-1-enyl-morpholine), C(C)(C)(C)C1CCC(CC1)=O (4-tert-butylcyclohexanone), N1CCOCC1 (morpholine). The solvent is C1CCCCC1 (cyclohexane). Product: C(C)(C)(C)C1CC=C(CC1)N1CCOCC1 (4-(4-tert-butyl-cyclohex-1-enyl)-morpholine). RXN SMILES: [C:1]1([N:7]2[CH2:12][CH2:11][O:10][CH2:9][CH2:8]2)[CH2:6][CH2:5][CH2:4][CH2:3][CH:2]=1.[C:13](C1CCC(=O)CC1)([CH3:16])([CH3:15])[CH3:14].N1CCOCC1>C1CCCCC1>[C:13]([CH:4]1[CH2:5][CH2:6][C:1]([N:7]2[CH2:12][CH2:11][O:10][CH2:9][CH2:8]2)=[CH:2][CH2:3]1)([CH3:16])([CH3:15])[CH3:14]. Reported procedure: Compound III′ (white solid) is obtained quantitatively according to Example 1, from 4-tert-butylcyclohexanone (77.12 g, 0.50 mol), morpholine (54.01 g, 0.62 mol) and cyclohexane (60 mL). Starting materials: C=CCN=C=O, CCCCNc1nc(C)co1, c1ccccc1. The product is C=CCNC(=O)N(CCCC)c1nc(C)co1. As a reaction SMILES: [CH2:12]([CH:13]=[CH2:14])[N:15]=[C:16]=[O:17].[CH2:1]([CH2:2][CH2:3][CH3:4])[NH:5][c:6]1[o:7][cH:8][c:9]([CH3:11])[n:10]1.[cH:18]1[cH:19][cH:20][cH:21][cH:22][cH:23]1>>[CH2:1]([CH2:2][CH2:3][CH3:4])[N:5]([c:6]1[o:7][cH:8][c:9]([CH3:11])[n:10]1)[C:16]([NH:15][CH2:12][CH:13]=[CH2:14])=[O:17].